From a dataset of the Open Reaction Database (ORD), a public repository of structured organic reaction records. describe an organic reaction: reactants, conditions, products, and yield Starting materials: Cl (HCl), NCC(C(=O)O)C1=C(C=CC=C1)F (3-amino-2-(2-fluoro-phenyl)-propionic acid), COC(=O)C=1N=CC2=CC(=CC=C2C1O)OC1=CC=CC=C1 (4-hydroxy-7-phenoxy-isoquinoline-3-carboxylic acid methyl ester), C1CCC2=NCCCN2CC1 (DBU). Run in CC(=O)N(C)C (DMA). Reaction conditions: temperature 150 celsius. Product: C(#N)C1=NC(=C(C2=CC=C(C=C12)OC1=CC=CC=C1)O)C(=O)NCC(C(=O)O)C1=C(C=CC=C1)F (3-[(1-Cyano-4-hydroxy-7-phenoxy-isoquinoline-3-carbonyl)-amino]-2-(2-fluoro-phenyl)-propionic acid). Reaction SMILES: Cl.[NH2:2][CH2:3][CH:4]([C:8]1[CH:13]=[CH:12][CH:11]=[CH:10][C:9]=1[F:14])[C:5]([OH:7])=[O:6].C[O:16][C:17]([C:19]1[N:20]=[CH:21][C:22]2[C:27]([C:28]=1[OH:29])=[CH:26][CH:25]=[C:24]([O:30][C:31]1[CH:36]=[CH:35][CH:34]=[CH:33][CH:32]=1)[CH:23]=2)=O.C1CCN2[C:40](=[N:41]CCC2)CC1>CC(N(C)C)=O>[C:40]([C:21]1[C:22]2[C:27](=[CH:26][CH:25]=[C:24]([O:30][C:31]3[CH:32]=[CH:33][CH:34]=[CH:35][CH:36]=3)[CH:23]=2)[C:28]([OH:29])=[C:19]([C:17]([NH:2][CH2:3][CH:4]([C:8]2[CH:13]=[CH:12][CH:11]=[CH:10][C:9]=2[F:14])[C:5]([OH:7])=[O:6])=[O:16])[N:20]=1)#[N:41]. Procedure: A mixture of HCl salt of 3-amino-2-(2-fluoro-phenyl)-propionic acid (82 mg), 4-hydroxy-7-phenoxy-isoquinoline-3-carboxylic acid methyl ester (40 mg) and DBU (0.112 mL) in DMA (1 mL) was heated in an oil bath (150° C.) for 1 h. The reaction mixture was then partitioned between EtOAc and diluted HCl solution, EtOAc phase was separated and washed with water, diluted NaCl solution and dried over anhydrous sodium sulfate solution, filtered, concentrated and silica gel column purified to give desired ...